The task is: describe an organic reaction: reactants, conditions, products, and yield. This data is from the Open Reaction Database (ORD), a public repository of structured organic reaction records. Starting materials: FC=1C=CC(=NC1)N (5-fluoropyridin-2-ylamine), IN1C(CCC1=O)=O (N-iodosuccinimide). Run in C(C)(=O)O (acetic acid). Yields the product FC=1C=C(C(=NC1)N)I (5-fluoro-3-iodopyridin-2-ylamine). The yield is 57.5%. As a reaction SMILES: [F:1][C:2]1[CH:3]=[CH:4][C:5]([NH2:8])=[N:6][CH:7]=1.[I:9]N1C(=O)CCC1=O>C(O)(=O)C>[F:1][C:2]1[CH:3]=[C:4]([I:9])[C:5]([NH2:8])=[N:6][CH:7]=1. Reported procedure: But using 5 g of 5-fluoropyridin-2-ylamine and 11.04 g of N-iodosuccinimide in 250 ml of glacial acetic acid. 6.1 g of 5-fluoro-3-iodopyridin-2-ylamine are thus obtained in the form of a solid, the characteristics of which are as follows: Starting materials: NOCc1ccccc1, C=C(CC(C)C)C(=O)O, CO. The product is CC(C)CC(CNOCc1ccccc1)C(=O)O. As a reaction SMILES: [CH2:10]([c:11]1[cH:12][cH:13][cH:14][cH:15][cH:16]1)[O:17][NH2:18].[CH2:1]([CH:2]([CH3:3])[CH3:4])[C:5]([C:6](=[O:7])[OH:8])=[CH2:9].[CH3:19][OH:20]>>[CH2:1]([CH:2]([CH3:3])[CH3:4])[CH:5]([C:6](=[O:7])[OH:8])[CH2:9][NH:18][O:17][CH2:10][c:11]1[cH:12][cH:13][cH:14][cH:15][cH:16]1. Reactants: C(C)OC=1C=C(C(=O)N)C=CC1OC (3-ethoxy-4-methoxybenzamide), P(=O)(Cl)(Cl)Cl (phosphorus oxychloride). Solvent: N1=CC=CC=C1 (pyridine). Run at time 2 hour. The product is C(C)OC=1C=C(C#N)C=CC1OC (3-ethoxy-4-methoxybenzonitrile). Yield: 94.5%. As a reaction SMILES: [CH2:1]([O:3][C:4]1[CH:5]=[C:6]([CH:10]=[CH:11][C:12]=1[O:13][CH3:14])[C:7]([NH2:9])=O)[CH3:2].P(Cl)(Cl)(Cl)=O>N1C=CC=CC=1>[CH2:1]([O:3][C:4]1[CH:5]=[C:6]([CH:10]=[CH:11][C:12]=1[O:13][CH3:14])[C:7]#[N:9])[CH3:2]. Procedure details: To a solution of 3-ethoxy-4-methoxybenzamide (3.30 g) in pyridine (33 mL) was added phosphorus oxychloride (1.73 mL) under ice-water cooling, and the mixture was stirred for 2 hours at ambient temperature. After evaporation of the solvent, the residue was partitioned between ethyl acetate and water under ice-water cooling. The separated organic layer was washed with 1N-hydrochloric acid, water and brine, dried over magnesium sulfate and evaporated in vacuo. The residue was purified by a silica g... Starting materials: O=C(Cl)c1ccccc1, CCN(C(C)C)C(C)C, ClCCl, COC(=O)C1(c2ccc(Cl)cc2)CCN(C(=O)C(N)C(C)C)CC1. Yields the product COC(=O)C1(c2ccc(Cl)cc2)CCN(C(=O)C(NC(=O)c2ccccc2)C(C)C)CC1. As a reaction SMILES: [C:25]([c:26]1[cH:27][cH:28][cH:29][cH:30][cH:31]1)(=[O:32])[Cl:33].[CH2:34]([N:35]([CH:36]([CH3:37])[CH3:38])[CH:39]([CH3:40])[CH3:41])[CH3:42].[Cl:43][CH2:44][Cl:45].[NH2:1][CH:2]([C:3](=[O:4])[N:5]1[CH2:6][CH2:7][C:8]([C:11](=[O:12])[O:13][CH3:14])([c:15]2[cH:16][cH:17][c:18]([Cl:21])[cH:19][cH:20]2)[CH2:9][CH2:10]1)[CH:22]([CH3:23])[CH3:24]>>[NH:1]([CH:2]([C:3](=[O:4])[N:5]1[CH2:6][CH2:7][C:8]([C:11](=[O:12])[O:13][CH3:14])([c:15]2[cH:16][cH:17][c:18]([Cl:21])[cH:19][cH:20]2)[CH2:9][CH2:10]1)[CH:22]([CH3:23])[CH3:24])[C:25]([c:26]1[cH:27][cH:28][cH:29][cH:30][cH:31]1)=[O:32]. The reactants are CCO, CC(C)N, O=[N+]([O-])c1ccc2nc(Cl)ccc2c1. Yields the product CC(C)Nc1ccc2cc([N+](=O)[O-])ccc2n1. RXN SMILES: [CH3:19][CH2:20][OH:21].[CH3:1][CH:2]([CH3:3])[NH2:4].[Cl:5][c:6]1[n:7][c:8]2[cH:9][cH:10][c:11]([N+:16](=[O:17])[O-:18])[cH:12][c:13]2[cH:14][cH:15]1>>[CH3:1][CH:2]([CH3:3])[NH:4][c:6]1[n:7][c:8]2[cH:9][cH:10][c:11]([N+:16](=[O:17])[O-:18])[cH:12][c:13]2[cH:14][cH:15]1.